From a dataset of the Open Reaction Database (ORD), a public repository of structured organic reaction records. describe an organic reaction: reactants, conditions, products, and yield Starting materials: S(=O)(Cl)Cl (thionyl chloride), Cl (hydrochloric acid), C(CCCC(=O)[O-])(=O)OC (Monomethyl glutarate), NC1=C(OC2=C1C=CC=C2)C(=O)NC2=NC=C(C=C2)Cl (3-amino-N-(5-chloropyridin-2-yl)benzofuran-2-carboxamide). The reagents and catalysts are CN(C=O)C (N,N-dimethylformamide). Solvent: N1=CC=CC=C1 (pyridine), C(Cl)(Cl)Cl (chloroform). Reaction conditions: time 1.5 hour. The product is ClC=1C=CC(=NC1)NC(=O)C=1OC2=C(C1NC(CCCC(=O)OC)=O)C=CC=C2 (methyl 5-[(2-{[(5-chloropyridin-2-yl)amino]carbonyl}benzofuran-3-yl)amino]-5-oxopentanoate). Isolated yield 85.2%. As a reaction SMILES: [C:1]([O:9][CH3:10])(=[O:8])[CH2:2][CH2:3][CH2:4][C:5]([O-:7])=O.S(Cl)(Cl)=O.[NH2:15][C:16]1[C:20]2[CH:21]=[CH:22][CH:23]=[CH:24][C:19]=2[O:18][C:17]=1[C:25]([NH:27][C:28]1[CH:33]=[CH:32][C:31]([Cl:34])=[CH:30][N:29]=1)=[O:26].Cl>C(Cl)(Cl)Cl.CN(C)C=O.N1C=CC=CC=1>[Cl:34][C:31]1[CH:32]=[CH:33][C:28]([NH:27][C:25]([C:17]2[O:18][C:19]3[CH:24]=[CH:23][CH:22]=[CH:21][C:20]=3[C:16]=2[NH:15][C:5](=[O:7])[CH2:4][CH2:3][CH2:2][C:1]([O:9][CH3:10])=[O:8])=[O:26])=[N:29][CH:30]=1. Procedure details: Monomethyl glutarate (3.32 g) is dissolved in chloroform (50 ml) and thereto are added thionyl chloride (1.75 ml) and N,N-dimethylformamide (one drop). After stirring for 1.5 hours at the same temperature, the reaction solution is cooled, and thereto are added 3-amino-N-(5-chloropyridin-2-yl)benzofuran-2-carboxamide (5.00 g) obtained in Reference Example 80 and pyridine (7.0 ml). After stirring for 2.5 hours at room temperature, the reaction solution is poured into 5% hydrochloric acid and extra... The reactants are Br.NC=1SC(=C(N1)C1CC1)C(=O)OC (Methyl 2-amino-4-cyclopropyl-1,3-thiazole-5-carboxylate hydrobromide), O.NN (hydrazine monohydrate). Solvent: CO (methanol). Run at temperature 55 celsius, time 3 day. Yields the product NC=1SC(=C(N1)C1CC1)C(=O)NN (2-amino-4-cyclopropyl-1,3-thiazole-5-carbohydrazide). RXN SMILES: Br.[NH2:2][C:3]1[S:4][C:5]([C:11]([O:13]C)=O)=[C:6]([CH:8]2[CH2:10][CH2:9]2)[N:7]=1.O.[NH2:16][NH2:17]>CO>[NH2:2][C:3]1[S:4][C:5]([C:11]([NH:16][NH2:17])=[O:13])=[C:6]([CH:8]2[CH2:10][CH2:9]2)[N:7]=1 |f:0.1,2.3|. Procedure: Methyl 2-amino-4-cyclopropyl-1,3-thiazole-5-carboxylate hydrobromide (1.78 g) was dissolved in methanol (4.0 ml), hydrazine monohydrate (2.0 ml) was added thereto, followed by stirring at 55° C. for 3 days. After cooling to room temperature, an insoluble substance was filtered, the mother solution was mixed with basic silica gel and the solvent was evaporated under reduced pressure. The residue was purified by basic silica gel chromatography (chloroform:methanol) to obtain, as a dark brown solid... RXN SMILES: [CH3:1][O:2][C:3]1[CH:4]=[C:5]([N:13]2[CH2:18][CH2:17][NH:16][CH2:15][CH2:14]2)[CH:6]=[C:7]([O:11][CH3:12])[C:8]=1[O:9][CH3:10].Cl[CH2:20][CH2:21][CH:22]1[O:26][C:25](=[O:27])[N:24]([CH3:28])[CH2:23]1.C(=O)([O-])[O-].[Na+].[Na+].[I-].[K+]>C(O)CCC.CC(O)C>[CH3:28][N:24]1[CH2:23][CH:22]([CH2:21][CH2:20][N:16]2[CH2:17][CH2:18][N:13]([C:5]3[CH:4]=[C:3]([O:2][CH3:1])[C:8]([O:9][CH3:10])=[C:7]([O:11][CH3:12])[CH:6]=3)[CH2:14][CH2:15]2)[O:26][C:25]1=[O:27] |f:2.3.4,5.6|. The solvent is C(CCC)O (1-butanol), CC(C)O (2-propanol). Reactants: COC=1C=C(C=C(C1OC)OC)N1CCNCC1 (1-(3,4,5-trimethoxyphenyl)piperazine), ClCCC1CN(C(O1)=O)C (5-(2-chloroethyl)-3-methyl-2-oxazolidinone), C([O-])([O-])=O.[Na+].[Na+] (sodium carbonate), [I-].[K+] (potassium iodide). Product: CN1C(OC(C1)CCN1CCN(CC1)C1=CC(=C(C(=C1)OC)OC)OC)=O (3-Methyl-5-[2-[4-(3,4,5-Trimethoxyphenyl)-1-Piperazinyl]Ethyl]-2-Oxazolidinone). Reported procedure: This compound was prepared according to the procedure of Example 2. A mixture of 3.8 g (0.015 mol) of 1-(3,4,5-trimethoxyphenyl)piperazine, 2.5 g (0.015 mol) of 5-(2-chloroethyl)-3-methyl-2-oxazolidinone, 5.3 g (0.05 mol) of anhydrous sodium carbonate and 0.3 g of potassium iodide in 100 mL of 1-butanol gave 2.4 g (42%) of white solid, mp 86°-88° C. (2-propanol). Isolated yield 42.2%. Reactants: CC(=O)c1nc(C(F)(F)F)n2c1CN(C(=O)OC(C)(C)C)CC2, CCOC(C)=O, Cl. As a reaction SMILES: [C:1]([O:2][C:3](=[O:4])[N:8]1[CH2:9][c:10]2[n:11]([c:14]([C:20]([F:21])([F:22])[F:23])[n:15][c:16]2[C:17]([CH3:18])=[O:19])[CH2:12][CH2:13]1)([CH3:5])([CH3:6])[CH3:7].[CH3:25][CH2:26][O:27][C:28](=[O:29])[CH3:30].[ClH:24]>>[NH:8]1[CH2:9][c:10]2[n:11]([c:14]([C:20]([F:21])([F:22])[F:23])[n:15][c:16]2[C:17]([CH3:18])=[O:19])[CH2:12][CH2:13]1. Yields the product CC(=O)c1nc(C(F)(F)F)n2c1CNCC2.